From a dataset of the Open Reaction Database (ORD), a public repository of structured organic reaction records. describe an organic reaction: reactants, conditions, products, and yield Starting materials: [N-]=[N+]=[N-].[Na+] (NaN3), C1(=CC=CC=C1)C (toluene), solid, C1(=C(C=CC=C1)C1=C(C#N)C=CC=C1)C (ortho-tolylbenzonitrile). Reaction conditions: temperature 100 celsius, time 44 hour. Product: CC1=CC=C(C=C1)C1=C(C=CC=C1)C1=NN=NN1 (5-(4′-methylbiphenyl-2-yl)-1H-tetrazole). Reaction SMILES: [N-:1]=[N+:2]=[N-:3].[Na+].[C:5]1(C)[CH:10]=[CH:9][CH:8]=[CH:7][C:6]=1[C:11]1[CH:18]=[CH:17][CH:16]=[CH:15][C:12]=1[C:13]#[N:14].[C:20]1(C)C=CC=CC=1>>[CH3:20][C:9]1[CH:10]=[CH:5][C:6]([C:11]2[CH:18]=[CH:17][CH:16]=[CH:15][C:12]=2[C:13]2[NH:14][N:3]=[N:2][N:1]=2)=[CH:7][CH:8]=1 |f:0.1|. Procedure: A 20 ml flask is dried under argon and then charged with 7 ml of diisobutylaluminium fluoride (1 molar in hexane) followed by 5 ml of toluene and 455 mg of NaN3 (7 mmol). After stirring the suspension for 4 hours at room temperature 966 mg of solid ortho-tolylbenzonitrile (OTBN) is added at 0° C. in one portion. The suspension is warmed up to 130° C. (ext. temp.) with an internal temperature of 100° C. After 44 h at 130° C. (ext. temp.) the conversion is >93%. The reaction mixture was quenched i... Reactants: O1CCOCC1 (1,4-dioxane), ClC1=CC(=NC(=N1)N[C@@H](C)C1=CC=C(C=C1)F)NC1=NC=CN=C1 ((S)-6-chloro-N2-[1-(4-fluorophenyl)ethyl]-N4-(pyrazin-2-yl)pyrimidine-2,4-diamine), CS(=O)(=O)C1=CC=C(C=C1)B(O)O (4-(methylsulfonyl)phenylboronic acid), C([O-])([O-])=O.[Na+].[Na+] (sodium carbonate). The reagents and catalysts are C=1C=CC(=CC1)[P](C=2C=CC=CC2)(C=3C=CC=CC3)[Pd]([P](C=4C=CC=CC4)(C=5C=CC=CC5)C=6C=CC=CC6)([P](C=7C=CC=CC7)(C=8C=CC=CC8)C=9C=CC=CC9)[P](C=1C=CC=CC1)(C=1C=CC=CC1)C=1C=CC=CC1 (tetrakis(triphenylphosphine)palladium). Solvent: O (water), C(C)(=O)OCC (ethyl acetate). Run at temperature 100 celsius, time 3 hour. The product is FC1=CC=C(C=C1)[C@H](C)NC1=NC(=CC(=N1)NC1=NC=CN=C1)C1=CC=C(C=C1)S(=O)(=O)C ((S)—N2-[1-(4-fluorophenyl)ethyl]-6-[4-(methylsulfonyl)phenyl]-N4-(pyrazin-2-yl)pyrimidine-2,4-diamine). The yield is 92.0%. Reaction SMILES: Cl[C:2]1[N:7]=[C:6]([NH:8][C@H:9]([C:11]2[CH:16]=[CH:15][C:14]([F:17])=[CH:13][CH:12]=2)[CH3:10])[N:5]=[C:4]([NH:18][C:19]2[CH:24]=[N:23][CH:22]=[CH:21][N:20]=2)[CH:3]=1.[CH3:25][S:26]([C:29]1[CH:34]=[CH:33][C:32](B(O)O)=[CH:31][CH:30]=1)(=[O:28])=[O:27].C(=O)([O-])[O-].[Na+].[Na+].O1CCOCC1>C(OCC)(=O)C.C1C=CC([P]([Pd]([P](C2C=CC=CC=2)(C2C=CC=CC=2)C2C=CC=CC=2)([P](C2C=CC=CC=2)(C2C=CC=CC=2)C2C=CC=CC=2)[P](C2C=CC=CC=2)(C2C=CC=CC=2)C2C=CC=CC=2)(C2C=CC=CC=2)C2C=CC=CC=2)=CC=1.O>[F:17][C:14]1[CH:15]=[CH:16][C:11]([C@@H:9]([NH:8][C:6]2[N:5]=[C:4]([NH:18][C:19]3[CH:24]=[N:23][CH:22]=[CH:21][N:20]=3)[CH:3]=[C:2]([C:32]3[CH:33]=[CH:34][C:29]([S:26]([CH3:25])(=[O:28])=[O:27])=[CH:30][CH:31]=3)[N:7]=2)[CH3:10])=[CH:12][CH:13]=1 |f:2.3.4,^1:59,61,80,99|. Procedure: 100 mg of (S)-6-chloro-N2-[1-(4-fluorophenyl)ethyl]-N4-(pyrazin-2-yl)pyrimidine-2,4-diamine, 145 mg of 4-(methylsulfonyl)phenylboronic acid, 123 mg of sodium carbonate and 17 mg of tetrakis(triphenylphosphine)palladium were added in turn to a degassed mixed solvent of 3 ml of 1,4-dioxane and 1.2 ml of water, and the mixture was stirred at 100° C. for 3 hours under argon atmosphere. The reaction solution was diluted with ethyl acetate. The solution was washed in turn with water and brine and then... The reactants are CC=1N=C(SC1C(=O)OCC)N1CCC(CC1)NCCC (ethyl 4-methyl-2-[4-(n-propylamino)piperidin-1-yl]-1,3-thiazole-5-carboxylate), ON1N=NC2=C1C=CC=C2 (1-hydroxybenzotriazole), CN1CCOCC1 (N-methylmorpholine), ClC=1N=C(NC1CC)C(=O)O (4-chloro-5-ethyl-1H-imidazole-2-carboxylic acid), CCN=C=NCCCN(C)C.Cl (WSC hydrochloride). Product: ClC=1N=C(NC1CC)C(=O)N(C1CCN(CC1)C=1SC(=C(N1)C)C(=O)OCC)CCC (Ethyl 2-(4-{[(4-chloro-5-ethyl-1H-imidazol-2-yl)carbonyl](n-propyl)amino}piperidin-1-yl)-4-methyl-1,3-thiazole-5-carboxylate). Isolated yield 22.3%. Reaction SMILES: [CH3:1][C:2]1[N:3]=[C:4]([N:12]2[CH2:17][CH2:16][CH:15]([NH:18][CH2:19][CH2:20][CH3:21])[CH2:14][CH2:13]2)[S:5][C:6]=1[C:7]([O:9][CH2:10][CH3:11])=[O:8].[Cl:22][C:23]1[N:24]=[C:25]([C:30](O)=[O:31])[NH:26][C:27]=1[CH2:28][CH3:29].CCN=C=NCCCN(C)C.Cl.ON1C2C=CC=CC=2N=N1.CN1CCOCC1>>[Cl:22][C:23]1[N:24]=[C:25]([C:30]([N:18]([CH2:19][CH2:20][CH3:21])[CH:15]2[CH2:14][CH2:13][N:12]([C:4]3[S:5][C:6]([C:7]([O:9][CH2:10][CH3:11])=[O:8])=[C:2]([CH3:1])[N:3]=3)[CH2:17][CH2:16]2)=[O:31])[NH:26][C:27]=1[CH2:28][CH3:29] |f:2.3|. Procedure details: The same operation as in Example (221c) was performed using ethyl 4-methyl-2-[4-(n-propylamino)piperidin-1-yl]-1,3-thiazole-5-carboxylate obtained in Example (241d) (206 mg, 0.66 mmol), 4-chloro-5-ethyl-1H-imidazole-2-carboxylic acid obtained in Example (1d) (115 mg, 0.66 mmol), WSC hydrochloride (380 mg, 1.98 mmol), 1-hydroxybenzotriazole (89 mg, 0.66 mmol) and N-methylmorpholine (0.15 mL, 1.32 mmol), to obtain 69 mg of the title compound as a white solid (22%).